This data is from the Open Reaction Database (ORD), a public repository of structured organic reaction records. The task is: describe an organic reaction: reactants, conditions, products, and yield Starting materials: C(C1=CC=CC=C1)OC1=C(C=CC=C1[N+](=O)[O-])C=C[C@@H]([C@H](C)O[Si](C)(C)C(C)(C)C)O ((3S,4S)-1-(2-benzyloxy-3-nitrophenyl)-4-(tert-butyldimethylsilyloxy)-1-penten-3-ol). The reagents and catalysts are [Pd] (Pd—C). The solvent is CCOC(=O)C (EtOAc). Run at time 1 hour. The product is NC=1C(=C(C=CC1)CC[C@@H]([C@H](C)O[Si](C)(C)C(C)(C)C)O)O ((3S,4S)-1-(3-amino-2-hydroxyphenyl)-4-(tert-butyldimethylsilyloxy)pentan-3-ol). Isolated yield 99.4%. RXN SMILES: C([O:8][C:9]1[C:14]([N+:15]([O-])=O)=[CH:13][CH:12]=[CH:11][C:10]=1[CH:18]=[CH:19][C@H:20]([OH:31])[C@@H:21]([O:23][Si:24]([C:27]([CH3:30])([CH3:29])[CH3:28])([CH3:26])[CH3:25])[CH3:22])C1C=CC=CC=1>CCOC(C)=O.[Pd]>[NH2:15][C:14]1[C:9]([OH:8])=[C:10]([CH2:18][CH2:19][C@H:20]([OH:31])[C@@H:21]([O:23][Si:24]([C:27]([CH3:29])([CH3:28])[CH3:30])([CH3:26])[CH3:25])[CH3:22])[CH:11]=[CH:12][CH:13]=1. Procedure details: A mixture of (3S,4S)-1-(2-benzyloxy-3-nitrophenyl)-4-(tert-butyldimethylsilyloxy)-1-penten-3-ol (P0015; 610 mg) and 10% Pd—C (120 mg) in EtOAc (6 ml) was stirred under hydrogen atmosphere at atmospheric pressure for 1 hour. Pd—C was removed by filtration through Celite. The filtrate was filtered through silica gel (6 g) and evaporated to give (3S,4S)-1-(3-amino-2-hydroxyphenyl)-4-(tert-butyldimethylsilyloxy)pentan-3-ol (P0016; 444.9 mg) as a brown solid. The reactants are CC(=O)c1ccc(C(=O)O)s1, C1CCOC1, [Cl-], Nc1cccc(C(=O)c2ccc3c(c2)NC(=O)C3)c1, O=S(Cl)Cl. Yields the product CC(=O)c1ccc(C(=O)Nc2cccc(C(=O)c3ccc4c(c3)NC(=O)C4)c2)s1. RXN SMILES: [C:1]([CH3:2])(=[O:3])[c:4]1[cH:5][cH:6][c:7]([C:9](=[O:10])[OH:11])[s:8]1.[CH2:36]1[O:37][CH2:38][CH2:39][CH2:40]1.[Cl-:35].[NH2:16][c:17]1[cH:18][c:19]([C:20](=[O:21])[c:22]2[cH:23][cH:24][c:25]3[c:29]([cH:30]2)[NH:28][C:27](=[O:31])[CH2:26]3)[cH:32][cH:33][cH:34]1.[S:12]([Cl:13])([Cl:14])=[O:15]>>[C:1]([CH3:2])(=[O:3])[c:4]1[cH:5][cH:6][c:7]([C:9](=[O:11])[NH:16][c:17]2[cH:18][c:19]([C:20](=[O:21])[c:22]3[cH:23][cH:24][c:25]4[c:29]([cH:30]3)[NH:28][C:27](=[O:31])[CH2:26]4)[cH:32][cH:33][cH:34]2)[s:8]1. The reactants are Cl.N1CCC(CC1)NC(OCC)=O (ethyl 4-piperidylcarbamate hydrochloride), [OH-].[Na+] (sodium hydroxide), C[O-].[Na+] (sodium methylate), ClC1=NC2=C(N1CC1=CC=C(C=C1)F)C=CC=C2 (2-chloro-1-[(4-fluorophenyl)methyl]-1H-benzimidazole). Solvent: CO (methanol), C(Cl)Cl (methylene chloride). Conditions: temperature 140 celsius. Product: C(C)OC(NC1CCN(CC1)C1=NC2=C(N1CC1=CC=C(C=C1)F)C=CC=C2)=O (Ethyl[1-{1-[(4-fluorophenyl)-methyl]-1H-benzimidazol-2-yl}-4-piperidyl]carbamate). Reaction SMILES: Cl.[NH:2]1[CH2:7][CH2:6][CH:5]([NH:8][C:9](=[O:13])[O:10][CH2:11][CH3:12])[CH2:4][CH2:3]1.C[O-].[Na+].Cl[C:18]1[N:22]([CH2:23][C:24]2[CH:29]=[CH:28][C:27]([F:30])=[CH:26][CH:25]=2)[C:21]2[CH:31]=[CH:32][CH:33]=[CH:34][C:20]=2[N:19]=1.[OH-].[Na+]>CO.C(Cl)Cl>[CH2:11]([O:10][C:9](=[O:13])[NH:8][CH:5]1[CH2:4][CH2:3][N:2]([C:18]2[N:22]([CH2:23][C:24]3[CH:25]=[CH:26][C:27]([F:30])=[CH:28][CH:29]=3)[C:21]3[CH:31]=[CH:32][CH:33]=[CH:34][C:20]=3[N:19]=2)[CH2:7][CH2:6]1)[CH3:12] |f:0.1,2.3,5.6|. Procedure: 19 g (0.09 mole) of ethyl 4-piperidylcarbamate hydrochloride is solubilized in 120 ml of methanol and neutralized with 17.2 ml of 5.3N sodium methylate. The mixture is filtered and the filtrate evaporated to dryness. The evaporation residue is then mixed with 21.6 g (0.083 mole) of 2-chloro-1-[(4-fluorophenyl)methyl]-1H-benzimidazole and heated to 140° C. for 5 hours. The reaction mass is taken up with methylene chloride and alkalinized with 2N sodium hydroxide. The organic phase is washed with ... Yields the product BrC1=CC=C(COC2=CC=NN2C2=NC=CC(=C2)C#N)C=C1 (2-{5-[(4-bromobenzyl)oxy]-1H-pyrazol-1-yl}pyridine-4-carbonitrile). As a reaction SMILES: [OH:1][C:2]1[N:6]([C:7]2[CH:12]=[C:11]([C:13]#[N:14])[CH:10]=[CH:9][N:8]=2)[N:5]=[CH:4][CH:3]=1.[Br:15][C:16]1[CH:21]=[CH:20][C:19]([CH2:22]O)=[CH:18][CH:17]=1>>[Br:15][C:16]1[CH:21]=[CH:20][C:19]([CH2:22][O:1][C:2]2[N:6]([C:7]3[CH:12]=[C:11]([C:13]#[N:14])[CH:10]=[CH:9][N:8]=3)[N:5]=[CH:4][CH:3]=2)=[CH:18][CH:17]=1. Procedure: The title compound was prepared from 2-(5-hydroxy-1H-pyrazol-1-yl)pyridine-4-carbonitrile and (4-bromophenyl)methanol according to the procedure for the preparation of Example 39, part C. 1H NMR (400 MHz, CDCl3): δ 5.19 (2H, s), 5.72 (1H, s), 7.30-7.32 (2H, m), 7.41 (1H, d, J=0.8 Hz, J=5.2 Hz), 7.52-7.54 (2H, m), 7.56 (1H, d, J=0.8 Hz), 8.03 (1H, s), 8.69 (1H, d, J=4.0 Hz). [M+H] Calc'd for C16H11BrN4O, 355. Found, 355. The reactants are OC1=CC=NN1C1=NC=CC(=C1)C#N (2-(5-hydroxy-1H-pyrazol-1-yl)pyridine-4-carbonitrile), BrC1=CC=C(C=C1)CO ((4-bromophenyl)methanol). RXN SMILES: [C:1]([NH:4][C:5]1[CH:10]=[CH:9][CH:8]=[CH:7][CH:6]=1)(=[O:3])[CH3:2].[C:11](Cl)(=[O:14])[CH2:12][CH3:13].ClC1C=CC(Cl)=CC=1Cl.[Cl-].[Cl-].[Cl-].[Al+3]>C(O)C>[C:1]([NH:4][C:5]1[CH:10]=[CH:9][C:8]([C:11](=[O:14])[CH2:12][CH3:13])=[CH:7][CH:6]=1)(=[O:3])[CH3:2] |f:3.4.5.6|. Reaction conditions: temperature 100 celsius, time 30 minute. Starting materials: C(C)(=O)NC1=CC=CC=C1 (Acetanilide), C(CC)(=O)Cl (propionyl chloride), ClC1=C(C=C(C=C1)Cl)Cl (1,2,4-trichlorobenzene), [Cl-].[Cl-].[Cl-].[Al+3] (aluminium trichloride). Product: C(C)(=O)NC1=CC=C(C=C1)C(CC)=O (p-acetamidopropiophenone). The yield is 76.7%. Procedure details: Acetanilide (13.94 g), propionyl chloride (14.31 g) and 1,2,4-trichlorobenzene (100 ml) were warmed to 60° C. and aluminium trichloride (40.0 g) was added over 15 minutes. The mixture was heated at 100° C. for 90 minutes, cooled at 40° C. and ethanol (200 ml) was added dropwise keeping the temperature below 60° C. by means of an ice-water bath. After stirring for 30 minutes at 40° C. a homogeneous system was obtained. This was quenched with water (100 ml) at 25°-30° C. and stirred for 15 minutes... Solvent: C(C)O (ethanol). Starting materials: CC1=NN(C2=CC=CC(=C12)NC(=O)C1=CN=C2N1C=CC(=C2)CC=O)CC2=NC(=CC=C2)C (N-(3-methyl-1-((6-methylpyridin-2-yl)methyl)-1H-indazol-4-yl)-7-(2-oxoethyl)imidazo[1,2-a]pyridine-3-carboxamide), C(C)(=O)O[BH-](OC(C)=O)OC(C)=O.[Na+] (sodium triacetoxyborohydride). The solvent is CCO (EtOH). Conditions: time 8 hour. Yields the product OCCC1=CC=2N(C=C1)C(=CN2)C(=O)NC2=C1C(=NN(C1=CC=C2)CC2=NC(=CC=C2)C)C (7-(2-hydroxyethyl)-N-(3-methyl-1-((6-methylpyridin-2-yl)methyl)-1H-indazol-4-yl)imidazo[1,2-a]pyridine-3-carboxamide). The yield is 76.4%. Reaction SMILES: [CH3:1][C:2]1[C:10]2[C:5](=[CH:6][CH:7]=[CH:8][C:9]=2[NH:11][C:12]([C:14]2[N:18]3[CH:19]=[CH:20][C:21]([CH2:23][CH:24]=[O:25])=[CH:22][C:17]3=[N:16][CH:15]=2)=[O:13])[N:4]([CH2:26][C:27]2[CH:32]=[CH:31][CH:30]=[C:29]([CH3:33])[N:28]=2)[N:3]=1.C(O[BH-](OC(=O)C)OC(=O)C)(=O)C.[Na+]>CCO>[OH:25][CH2:24][CH2:23][C:21]1[CH:20]=[CH:19][N:18]2[C:14]([C:12]([NH:11][C:9]3[CH:8]=[CH:7][CH:6]=[C:5]4[C:10]=3[C:2]([CH3:1])=[N:3][N:4]4[CH2:26][C:27]3[CH:32]=[CH:31][CH:30]=[C:29]([CH3:33])[N:28]=3)=[O:13])=[CH:15][N:16]=[C:17]2[CH:22]=1 |f:1.2|. Procedure: A solution of N-(3-methyl-1-((6-methylpyridin-2-yl)methyl)-1H-indazol-4-yl)-7-(2-oxoethyl)imidazo[1,2-a]pyridine-3-carboxamide (5 mg, 0.011 mmol) in 0.5 mL absolute EtOH was treated at ambient temperature with 3 equivalents of sodium triacetoxyborohydride. The reaction mixture was stirred overnight at ambient temperature, after which another 10 equivalents reducing agent were added. Stirring was continued until starting material was consumed. The reaction was quenched with excess saturated aqueo... Starting materials: O=CC(O)C(O)C(O)C(O)CO, O=C(CO)C(O)C(O)C(O)CO, O=C(CO)C(O)C(O)CO. Yields the product O=CC(O)C(O)C(O)CO. Reaction SMILES: [O:1]=[CH:2][CH:3]([OH:4])[CH:5]([OH:6])[CH:7]([OH:8])[CH:9]([OH:10])[CH2:11][OH:12].[OH:13][CH2:14][C:15]([CH:16]([CH:17]([CH:18]([CH2:19][OH:20])[OH:21])[OH:22])[OH:23])=[O:24].[OH:25][CH2:26][C:27]([CH:28]([CH:29]([CH2:30][OH:31])[OH:32])[OH:33])=[O:34]>>[O:1]=[CH:2][CH:3]([OH:4])[CH:5]([OH:6])[CH:7]([OH:8])[CH2:9][OH:10]. Yields the product COC(=O)C(Cc1ccccc1)NC(=O)C(CC(=O)O)NC(=O)OCc1ccccc1. As a reaction SMILES: [CH2:1]([c:2]1[cH:3][cH:4][cH:5][cH:6][cH:7]1)[O:8][C:9](=[O:10])[NH:11][CH:12]1[CH2:13][C:14](=[O:15])[O:16][C:17]1=[O:18].[CH3:24][O:25][C:26]([CH:27]([NH2:28])[CH2:29][c:30]1[cH:31][cH:32][cH:33][cH:34][cH:35]1)=[O:36].[CH3:38][C:39](=[O:40])[O-:41].[CH3:43][C:44](=[O:45])[OH:46].[Na+:37].[OH2:42].[S:19]([OH:20])([OH:21])(=[O:22])=[O:23]>>[CH2:1]([c:2]1[cH:3][cH:4][cH:5][cH:6][cH:7]1)[O:8][C:9](=[O:10])[NH:11][CH:12]([CH2:13][C:14](=[O:15])[OH:16])[C:17](=[O:18])[NH:28][CH:27]([C:26]([O:25][CH3:24])=[O:36])[CH2:29][c:30]1[cH:31][cH:32][cH:33][cH:34][cH:35]1. The reactants are O=C1CC(NC(=O)OCc2ccccc2)C(=O)O1, COC(=O)C(N)Cc1ccccc1, CC(=O)[O-], CC(=O)O, [Na+], O, O=S(=O)(O)O. The reactants are Clc1ccc(Br)cn1, OC1CN(C(c2ccccc2)c2ccccc2)C1. Product: Brc1ccc(OC2CN(C(c3ccccc3)c3ccccc3)C2)nc1. As a reaction SMILES: [Br:1][c:2]1[cH:3][cH:4][c:5]([Cl:8])[n:6][cH:7]1.[CH:9]([c:10]1[cH:11][cH:12][cH:13][cH:14][cH:15]1)([c:16]1[cH:17][cH:18][cH:19][cH:20][cH:21]1)[N:22]1[CH2:23][CH:24]([OH:26])[CH2:25]1>>[Br:1][c:2]1[cH:3][cH:4][c:5]([O:26][CH:24]2[CH2:23][N:22]([CH:9]([c:10]3[cH:11][cH:12][cH:13][cH:14][cH:15]3)[c:16]3[cH:17][cH:18][cH:19][cH:20][cH:21]3)[CH2:25]2)[n:6][cH:7]1.